Task: describe an organic reaction: reactants, conditions, products, and yield. Dataset: the Open Reaction Database (ORD), a public repository of structured organic reaction records Starting materials: OCCCCCC#CCBr, CC(C)=O, CCOCC, CC(C)O, O=[Cr](=O)=O, O, O=S(=O)(O)O. The product is O=C(O)CCCCC#CCBr. Reaction SMILES: [Br:1][CH2:2][C:3]#[C:4][CH2:5][CH2:6][CH2:7][CH2:8][CH2:9][OH:10].[CH3:19][C:20](=[O:21])[CH3:22].[CH3:29][CH2:30][O:31][CH2:32][CH3:33].[CH:15]([OH:16])([CH3:17])[CH3:18].[O:11]=[Cr:12](=[O:13])=[O:14].[OH2:28].[S:23](=[O:24])(=[O:25])([OH:26])[OH:27]>>[Br:1][CH2:2][C:3]#[C:4][CH2:5][CH2:6][CH2:7][CH2:8][C:9](=[O:10])[OH:11].